Dataset: the Open Reaction Database (ORD), a public repository of structured organic reaction records. Task: describe an organic reaction: reactants, conditions, products, and yield Starting materials: ice water, BrC1=CC=C(C=C1)CC=1N(C2=CC=CC=C2C1)C(=O)OC(C)(C)C (t-butyl 2-(p-bromophenylmethyl)indole-1-carboxylate), [OH-].[Na+] (sodium hydroxide), C(C)O (ethanol). Run in O (water). Product: BrC1=CC=C(C=C1)CC=1NC2=CC=CC=C2C1 (2-(p-bromophenylmethyl)indole). Isolated yield 49.5%. RXN SMILES: [Br:1][C:2]1[CH:7]=[CH:6][C:5]([CH2:8][C:9]2[N:10](C(OC(C)(C)C)=O)[C:11]3[C:16]([CH:17]=2)=[CH:15][CH:14]=[CH:13][CH:12]=3)=[CH:4][CH:3]=1.[OH-].[Na+].C(O)C>O>[Br:1][C:2]1[CH:7]=[CH:6][C:5]([CH2:8][C:9]2[NH:10][C:11]3[C:16]([CH:17]=2)=[CH:15][CH:14]=[CH:13][CH:12]=3)=[CH:4][CH:3]=1 |f:1.2|. Reported procedure: A mixture of t-butyl 2-(p-bromophenylmethyl)indole-1-carboxylate (F) (6.0 g) (prepared, e.g., as described in Preparation 2), 10% sodium hydroxide in water (20 ml), and ethanol (150 ml), was heated under reflux for 6 hours. The mixture was then poured onto a mixture of ice water/dilute brine and extracted twice with ethyl acetate. The extract was washed with brine and dried over magnesium sulphate. The solvent was evaporated under reduced pressure to produce an oil, which then crystallized. The ... The reactants are CN, CO, CC(C)(C)OC(=O)NCCCc1nc2c(OCc3ccc(CNC(=O)C(F)(F)F)cc3)nc(N)nc2[nH]1. Product: CC(C)(C)OC(=O)NCCCc1nc2c(OCc3ccc(CN)cc3)nc(N)nc2[nH]1. Reaction SMILES: [CH3:38][NH2:39].[CH3:40][OH:41].[NH2:1][c:2]1[n:3][c:4]([O:22][CH2:23][c:24]2[cH:25][cH:26][c:27]([CH2:28][NH:29][C:30](=[O:31])[C:32]([F:33])([F:34])[F:35])[cH:36][cH:37]2)[c:5]2[n:6][c:7]([CH2:11][CH2:12][CH2:13][NH:14][C:15](=[O:16])[O:17][C:18]([CH3:19])([CH3:20])[CH3:21])[nH:8][c:9]2[n:10]1>>[NH2:1][c:2]1[n:3][c:4]([O:22][CH2:23][c:24]2[cH:25][cH:26][c:27]([CH2:28][NH2:29])[cH:36][cH:37]2)[c:5]2[n:6][c:7]([CH2:11][CH2:12][CH2:13][NH:14][C:15](=[O:16])[O:17][C:18]([CH3:19])([CH3:20])[CH3:21])[nH:8][c:9]2[n:10]1.